The task is: describe an organic reaction: reactants, conditions, products, and yield. This data is from the Open Reaction Database (ORD), a public repository of structured organic reaction records. The reactants are C(C#C)O (propargyl alcohol), C=O (formaldehyde), C(C)NCC (diethylamine), [I-].[K+] (potassium iodide), S(O)(O)(=O)=O (sulfuric acid). Reagents/catalysts: S(=O)(=O)([O-])[O-].[Cu+2] (copper sulfate). The solvent is O (water). Reaction conditions: temperature 92 celsius. Yields the product C(C)N(CC#CCO)CC (1-diethylaminobut-2-yn-4-ol). Isolated yield 86.0%. Reaction SMILES: [CH2:1]([OH:4])[C:2]#[CH:3].[CH2:5]=O.[CH2:7]([NH:9][CH2:10][CH3:11])[CH3:8].[I-].[K+].S(=O)(=O)(O)O>S([O-])([O-])(=O)=O.[Cu+2].O>[CH2:7]([N:9]([CH2:10][CH3:11])[CH2:5][C:3]#[C:2][CH2:1][OH:4])[CH3:8] |f:3.4,6.7|. Reported procedure: 204 parts by weight of aqueous 55% strength propargyl alcohol, 250 parts by weight of 30% strength aqueous formaldehyde, 161 parts by weight of diethylamine, 1.4 parts by weight of copper sulfate, 2 parts by weight of potassium iodide, 50 parts by weight of water and 115 parts by weight of concentrated sulfuric acid are mixed and brought to pH 5. The mixture is heated for 5 hours at 92° C. and worked up as described. 242 parts by weight of 1-diethylaminobut-2-yn-4-ol are obtained, corresponding ...